Dataset: the Open Reaction Database (ORD), a public repository of structured organic reaction records. Task: describe an organic reaction: reactants, conditions, products, and yield Reactants: OBO, CC1(C)OB(c2ccc3[nH]cnc3c2)OC1(C)C, Clc1nc(N2CCOCC2)nc2c1CCN2c1cccnc1. Yields the product c1cncc(N2CCc3c(-c4ccc5[nH]cnc5c4)nc(N4CCOCC4)nc32)c1. Reaction SMILES: [BH:41]([OH:42])[OH:43].[CH3:23][C:24]1([CH3:25])[C:26]([CH3:27])([CH3:28])[O:29][B:30]([c:31]2[cH:32][c:33]3[c:34]([nH:35][cH:36][n:37]3)[cH:38][cH:39]2)[O:40]1.[Cl:1][c:2]1[c:3]2[c:4]([n:5][c:6]([N:8]3[CH2:9][CH2:10][O:11][CH2:12][CH2:13]3)[n:7]1)[N:14]([c:17]1[cH:18][n:19][cH:20][cH:21][cH:22]1)[CH2:15][CH2:16]2>>[c:2]1(-[c:31]2[cH:32][c:33]3[c:34]([nH:35][cH:36][n:37]3)[cH:38][cH:39]2)[c:3]2[c:4]([n:5][c:6]([N:8]3[CH2:9][CH2:10][O:11][CH2:12][CH2:13]3)[n:7]1)[N:14]([c:17]1[cH:18][n:19][cH:20][cH:21][cH:22]1)[CH2:15][CH2:16]2.